From a dataset of the Open Reaction Database (ORD), a public repository of structured organic reaction records. describe an organic reaction: reactants, conditions, products, and yield The reactants are CCOC(=O)c1cc(S)n2ncnc2n1, [K+], [OH-], O. Product: O=C(O)c1cc(S)n2ncnc2n1. As a reaction SMILES: [CH2:1]([CH3:2])[O:3][C:4](=[O:5])[c:6]1[n:7][c:8]2[n:9]([c:10]([SH:12])[cH:11]1)[n:13][cH:14][n:15]2.[K+:17].[OH-:16].[OH2:18]>>[O:3]=[C:4]([OH:5])[c:6]1[n:7][c:8]2[n:9]([c:10]([SH:12])[cH:11]1)[n:13][cH:14][n:15]2. Reactants: C(C)(C)(C)OC(=O)NCCOC1=NOC2=C1C(=CC=C2)C(N)=O (3-(2-(N-t-butoxycarbonylamino)ethoxy)-4-carbamoyl-1,2-benzisoxazole), P(=O)(Cl)(Cl)Cl (phosphorus oxychloride), ice water. Solvent: C(C)N(C=O)CC (diethylformamide). Conditions: temperature 5 celsius. The product is Cl.NCCOC1=NOC2=C1C(=CC=C2)C#N (3-(2-Aminoethoxy)-4-cyano-1,2-benzisoxazole hydrochloride). The yield is 116.2%. RXN SMILES: C(OC([NH:8][CH2:9][CH2:10][O:11][C:12]1[C:16]2[C:17]([C:21](=O)[NH2:22])=[CH:18][CH:19]=[CH:20][C:15]=2[O:14][N:13]=1)=O)(C)(C)C.P(Cl)(Cl)([Cl:26])=O>C(N(CC)C=O)C>[ClH:26].[NH2:8][CH2:9][CH2:10][O:11][C:12]1[C:16]2[C:17]([C:21]#[N:22])=[CH:18][CH:19]=[CH:20][C:15]=2[O:14][N:13]=1 |f:3.4|. Procedure: To a solution of 3-(2-(N-t-butoxycarbonylamino)ethoxy)-4-carbamoyl-1,2-benzisoxazole (0.15 g) in diethylformamide (1.5 ml) was added phosphorus oxychloride (0.09 g) with stirring at 5° C., and the mixture was then stirred at the same temperature for 15 minutes. The reaction mixture was poured into ice water (20 ml), extracted with ethyl acetate (twice each with 20 ml) and the combined extracts were dried over anhydrous magnesium sulphate. After filtration, the solvent was evaporated under reduce... The reactants are CI (methyl iodide), C([O-])([O-])=O.[K+].[K+] (potassium carbonate), C(C)(=O)NN(C(=O)NC)C1=CC=CC=C1 (1-acetyl-2-phenyl-4-methyl semicarbazide). The solvent is C(C)O (ethanol). The product is C(C)(=O)N(N(C(=O)NC)C1=CC=CC=C1)C (1-acetyl-1,4-dimethyl-2-phenyl-semicarbazide). Yield: 55.1%. Reaction SMILES: [C:1]([NH:4][N:5]([C:10]1[CH:15]=[CH:14][CH:13]=[CH:12][CH:11]=1)[C:6]([NH:8][CH3:9])=[O:7])(=[O:3])[CH3:2].CI.[C:18](=O)([O-])[O-].[K+].[K+]>C(O)C>[C:1]([N:4]([CH3:18])[N:5]([C:10]1[CH:15]=[CH:14][CH:13]=[CH:12][CH:11]=1)[C:6]([NH:8][CH3:9])=[O:7])(=[O:3])[CH3:2] |f:2.3.4|. Reported procedure: A mixture of 17 g (0.082 mol) of the semicarbazide prepared above, 14.2 g (0.1 mol) methyl iodide, 14.0 g (0.1 mol) potassium carbonate, and 200 ml ethanol was refluxed for 2 hours, cooled, filtered and evaporated under reduced pressure. The resulting residue was diluted with dichloromethane, filtered to remove suspended solids, washed with water, dried over magnesium sulfate, and evaporated under reduced pressure to give 10 g of crude 1-acetyl-1,4-dimethyl-2-phenyl-semicarbazide.